Dataset: the Open Reaction Database (ORD), a public repository of structured organic reaction records. Task: describe an organic reaction: reactants, conditions, products, and yield Starting materials: CC1CC(C)(C)NC2CCCCC12, CCO, c1ccc(OCC2CO2)cc1. The product is CC1CC(C)(C)N(CC(O)COc2ccccc2)C2CCCCC12. As a reaction SMILES: [CH3:1][C:2]1([CH3:13])[NH:3][CH:4]2[CH2:5][CH2:6][CH2:7][CH2:8][CH:9]2[CH:10]([CH3:12])[CH2:11]1.[CH3:25][CH2:26][OH:27].[O:14]1[CH2:15][CH:16]1[CH2:17][O:18][c:19]1[cH:20][cH:21][cH:22][cH:23][cH:24]1>>[CH3:1][C:2]1([CH3:13])[N:3]([CH2:15][CH:16]([OH:14])[CH2:17][O:18][c:19]2[cH:20][cH:21][cH:22][cH:23][cH:24]2)[CH:4]2[CH2:5][CH2:6][CH2:7][CH2:8][CH:9]2[CH:10]([CH3:12])[CH2:11]1. As a reaction SMILES: [CH3:1][O:2][C:3](=[O:12])[CH:4]([CH3:11])[CH2:5][CH2:6][CH2:7][C:8](=[O:10])[CH3:9].CC(OC)(C)C.[OH-].[Na+].C(C(C)=O)C(C)C>P(=O)(O)(O)O>[CH3:1][O:2][C:3](=[O:12])[C@@H:4]([CH3:11])[CH2:5][CH2:6][CH2:7][C:8](=[O:10])[CH3:9] |f:2.3|. Reactants: COC(C(CCCC(C)=O)C)=O (2-methyl-6-oxoheptanoic acid methyl ester), CC(C)(C)OC (MTBE), [OH-].[Na+] (NaOH), C(C(C)C)C(=O)C (MIBK). Isolated yield 41.5%. Solvent: P(O)(O)(O)=O (phosphoric acid). Reaction conditions: temperature 10 celsius, time 51 hour. Yields the product COC([C@H](CCCC(C)=O)C)=O ((S)-2-methyl-6-oxoheptanoic acid methyl ester). Procedure details: 10.6 g (content 94.3%, 5.75 mmol) of a racemate of 2-methyl-6-oxoheptanoic acid methyl ester and 20.0 g of MTBE were suspended in 50.0 g of 0.1 M phosphoric acid buffered solution (pH 7.0). The suspension was cooled to 10° C., then, 2.0 g (moisture percentage 56%, enzymatic activity 4028 KU/Kg, reduced by dry product) of immobilized Aspergillus flavus ATCC11492 strain-derived esterase (prepared by a method described in JP-A No. 2003-70471) was added, and the mixture was stirred at 10° C. for 51 ...